From a dataset of the Open Reaction Database (ORD), a public repository of structured organic reaction records. describe an organic reaction: reactants, conditions, products, and yield Reactants: COC1=C(C=CC=C1OC)C(=O)C1CCN(CC1)CCC1=CC=C(C=C1)F ((2,3-dimethoxyphenyl)[1-[2-(4-fluorophenyl)ethyl]-4-piperidinyl]methanone), [BH4-].[Na+] (NaBH4). The solvent is CO (MeOH). Run at time 1 hour. Product: COC1=C(C=CC=C1OC)C(O)C1CCN(CC1)CCC1=CC=C(C=C1)F ((±)-α-(2,3-dimethoxyphenyl)-1-[2-(4-fluorophenyl)-ethyl]-4-piperidinemethanol). Reaction SMILES: [CH3:1][O:2][C:3]1[C:8]([O:9][CH3:10])=[CH:7][CH:6]=[CH:5][C:4]=1[C:11]([CH:13]1[CH2:18][CH2:17][N:16]([CH2:19][CH2:20][C:21]2[CH:26]=[CH:25][C:24]([F:27])=[CH:23][CH:22]=2)[CH2:15][CH2:14]1)=[O:12].[BH4-].[Na+]>CO>[CH3:1][O:2][C:3]1[C:8]([O:9][CH3:10])=[CH:7][CH:6]=[CH:5][C:4]=1[CH:11]([CH:13]1[CH2:14][CH2:15][N:16]([CH2:19][CH2:20][C:21]2[CH:26]=[CH:25][C:24]([F:27])=[CH:23][CH:22]=2)[CH2:17][CH2:18]1)[OH:12] |f:1.2|. Procedure: To a stirred solution of (2,3-dimethoxyphenyl)[1-[2-(4-fluorophenyl)ethyl]-4-piperidinyl]methanone (6.0 g, 16.2 mmol) in MeOH (100 mL) at 0° C. was added NaBH4 (1240 mg, 32.8 mmol) in two portions, over a one hour period. After stirring overnight, the solution was concentrated to a solid. The solid was partitioned between water and ether. The layers were separated and the aqueous layer was extracted with ether. The combined organic layers were washed with brine, dried (MgSO4), filtered, and evap... The reactants are ClC1=CC=C2C=CC(=NC2=C1)COC1=CC2=C(OCC3=C(C2O)C=CC=C3C3=NN=NN3)C=C1 (2-(7-Chloroquinolin-2-yl)methoxy-11-hydroxy-7-(tetrazol-5-yl)-6,11-dihydrodibenz[b,e]oxepine), SCCC(=O)O (3-mercaptopropionic acid). Yields the product C(=O)(O)CCSC1C2=C(OCC3=C1C=CC=C3C3=NN=NN3)C=CC(=C2)OCC2=NC3=CC(=CC=C3C=C2)Cl (11-(2-Carboxyethylthio)-2-(7-chloroquinolin-2-yl)methoxy-7-(tetrazol-5-yl)-6,11-dihydrodibenz[b,e]oxepine). Reaction SMILES: [Cl:1][C:2]1[CH:11]=[C:10]2[C:5]([CH:6]=[CH:7][C:8]([CH2:12][O:13][C:14]3[CH:34]=[CH:33][C:17]4[O:18][CH2:19][C:20]5[C:27]([C:28]6[NH:32][N:31]=[N:30][N:29]=6)=[CH:26][CH:25]=[CH:24][C:21]=5[CH:22](O)[C:16]=4[CH:15]=3)=[N:9]2)=[CH:4][CH:3]=1.[SH:35][CH2:36][CH2:37][C:38]([OH:40])=[O:39]>>[C:38]([CH2:37][CH2:36][S:35][CH:22]1[C:21]2[CH:24]=[CH:25][CH:26]=[C:27]([C:28]3[NH:29][N:30]=[N:31][N:32]=3)[C:20]=2[CH2:19][O:18][C:17]2[CH:33]=[CH:34][C:14]([O:13][CH2:12][C:8]3[CH:7]=[CH:6][C:5]4[C:10](=[CH:11][C:2]([Cl:1])=[CH:3][CH:4]=4)[N:9]=3)=[CH:15][C:16]1=2)([OH:40])=[O:39]. Procedure details: 2-(7-Chloroquinolin-2-yl)methoxy-11-hydroxy-7-(tetrazol-5-yl)-6,11-dihydrodibenz[b,e]oxepine and 3-mercaptopropionic acid were used and reacted in the same manner as in Example 1 to obtain the title compound. The product is CCOC(=O)C(=Cc1ccc(-n2cnc(C)c2)c(OC)c1)CCCNC1c2ccccc2CC1O. Starting materials: CC(=O)O[BH-](OC(C)=O)OC(C)=O, O=C([O-])O, CCOC(=O)C(=Cc1ccc(-n2cnc(C)c2)c(OC)c1)CCC=O, ClCCl, CCOC(C)=O, CC(=O)O, NC1c2ccccc2CC1O, [Na+], [Na+], O. Reaction SMILES: [C:37]([O:38][BH-:39]([O:40][C:41](=[O:42])[CH3:43])[O:44][C:45](=[O:46])[CH3:47])(=[O:48])[CH3:49].[C:52](=[O:53])([OH:54])[O-:55].[CH2:1]([CH3:2])[O:3][C:4]([C:5]([CH2:6][CH2:7][CH:8]=[O:9])=[CH:10][c:11]1[cH:12][c:13]([O:23][CH3:24])[c:14](-[n:17]2[cH:18][n:19][c:20]([CH3:22])[cH:21]2)[cH:15][cH:16]1)=[O:25].[CH2:67]([Cl:68])[Cl:69].[CH3:57][CH2:58][O:59][C:60](=[O:61])[CH3:62].[CH3:63][C:64](=[O:65])[OH:66].[NH2:26][CH:27]1[CH:28]([OH:36])[CH2:29][c:30]2[cH:31][cH:32][cH:33][cH:34][c:35]21.[Na+:50].[Na+:56].[OH2:51]>>[CH2:1]([CH3:2])[O:3][C:4]([C:5]([CH2:6][CH2:7][CH2:8][NH:26][CH:27]1[CH:28]([OH:36])[CH2:29][c:30]2[cH:31][cH:32][cH:33][cH:34][c:35]21)=[CH:10][c:11]1[cH:12][c:13]([O:23][CH3:24])[c:14](-[n:17]2[cH:18][n:19][c:20]([CH3:22])[cH:21]2)[cH:15][cH:16]1)=[O:25]. The reactants are COCCN(C)c1ccc([N+](=O)[O-])nc1, O=C(O)c1nc(-c2ccccc2)oc1C(F)(F)F. The product is COCCN(C)c1ccc(NC(=O)c2nc(-c3ccccc3)oc2C(F)(F)F)nc1. RXN SMILES: [CH3:1][O:2][CH2:3][CH2:4][N:5]([c:6]1[cH:7][n:8][c:9]([N+:12]([O-:13])=[O:14])[cH:10][cH:11]1)[CH3:15].[c:16]1(-[c:22]2[o:23][c:24]([C:30]([F:31])([F:32])[F:33])[c:25]([C:27](=[O:28])[OH:29])[n:26]2)[cH:17][cH:18][cH:19][cH:20][cH:21]1>>[CH3:1][O:2][CH2:3][CH2:4][N:5]([c:6]1[cH:7][n:8][c:9]([NH:12][C:27]([c:25]2[c:24]([C:30]([F:31])([F:32])[F:33])[o:23][c:22](-[c:16]3[cH:17][cH:18][cH:19][cH:20][cH:21]3)[n:26]2)=[O:28])[cH:10][cH:11]1)[CH3:15]. Starting materials: CCOC(=O)CC1CCCn2c1cc1cc(OCc3ccc(OC(C)C)c(C#N)c3)ccc12, [Li+], C1COCCO1, [OH-], O, O=C(O)CC(O)(CC(=O)O)C(=O)O. Product: CC(C)Oc1ccc(COc2ccc3c(c2)cc2n3CCCC2CC(=O)O)cc1C#N. Reaction SMILES: [C:1](#[N:2])[c:3]1[cH:4][c:5]([CH2:6][O:7][c:8]2[cH:9][c:10]3[cH:11][c:12]4[n:13]([c:14]3[cH:15][cH:16]2)[CH2:17][CH2:18][CH2:19][CH:20]4[CH2:21][C:22](=[O:23])[O:24][CH2:25][CH3:26])[cH:27][cH:28][c:29]1[O:30][CH:31]([CH3:32])[CH3:33].[Li+:35].[O:49]1[CH2:50][CH2:51][O:52][CH2:53][CH2:54]1.[OH-:34].[OH2:55].[OH:36][C:37]([CH2:38][C:39]([C:40](=[O:41])[OH:42])([CH2:43][C:44](=[O:45])[OH:46])[OH:47])=[O:48]>>[C:1](#[N:2])[c:3]1[cH:4][c:5]([CH2:6][O:7][c:8]2[cH:9][c:10]3[cH:11][c:12]4[n:13]([c:14]3[cH:15][cH:16]2)[CH2:17][CH2:18][CH2:19][CH:20]4[CH2:21][C:22](=[O:23])[OH:24])[cH:27][cH:28][c:29]1[O:30][CH:31]([CH3:32])[CH3:33].